This data is from the Open Reaction Database (ORD), a public repository of structured organic reaction records. The task is: describe an organic reaction: reactants, conditions, products, and yield The reactants are solution, B(Br)(Br)Br (boron tribromide), COC=1C(=C2CC/C(/C2=CC1)=C\C(=O)O)C ((2E-)-(5-Methoxy-4-methyl-2,3-dihydro-1H-inden-1-ylidene)acetic acid), ClCCl (dichloromethane), ClCCl (dichloromethane). Reaction conditions: time 1 hour. Yields the product OC=1C(=C2CC[C@@H](C2=CC1)CC(=O)OC)C (Methyl (R)-(5-hydroxy-4-methyl-indan-1-yl)acetate). RXN SMILES: B(Br)(Br)Br.C[O:6][C:7]1[C:8]([CH3:20])=[C:9]2[C:13](=[CH:14][CH:15]=1)/[C:12](=[CH:16]/[C:17]([OH:19])=[O:18])/[CH2:11][CH2:10]2.Cl[CH2:22]Cl>>[OH:6][C:7]1[C:8]([CH3:20])=[C:9]2[C:13](=[CH:14][CH:15]=1)[C@@H:12]([CH2:16][C:17]([O:19][CH3:22])=[O:18])[CH2:11][CH2:10]2. Reported procedure: A 1.0 M solution of boron tribromide in dichloromethane (16.2 mL, 16.2 mmol) was added to an ice-cold solution methyl (R)-(5-methoxy-4-methyl-indan-1-yl)acetate (1.52 g, 6.49 mmol, from Step F) in dichloromethane (5 mL). The cooling bath was removed and the reaction mixture stirred at ambient temperature. After 1 hr, the reaction mixture was slowly transferred to an ice-old solution of methanol (50 mL). Methanol was removed in vacuo, and the residue was partitioned between EtOAc and sat. NaH2PO4... Starting materials: CC(C)O, [H][H], CCCc1cc(=O)oc2c(C(=O)CC)c(O)c3c(c12)OC(C)(C)C=C3, Cc1ccccc1. Product: CCCc1cc(=O)oc2c(C(=O)CC)c(O)c3c(c12)OC(C)(C)CC3. As a reaction SMILES: [CH:28]([OH:29])([CH3:30])[CH3:31].[H:26][H:27].[OH:1][c:2]1[c:3]2[c:4]([c:5]3[c:6]([CH2:17][CH2:18][CH3:19])[cH:7][c:8](=[O:16])[o:9][c:10]3[c:11]1[C:12]([CH2:13][CH3:14])=[O:15])[O:20][C:21]([CH3:24])([CH3:25])[CH:22]=[CH:23]2.[c:32]1([CH3:33])[cH:34][cH:35][cH:36][cH:37][cH:38]1>>[OH:1][c:2]1[c:3]2[c:4]([c:5]3[c:6]([CH2:17][CH2:18][CH3:19])[cH:7][c:8](=[O:16])[o:9][c:10]3[c:11]1[C:12]([CH2:13][CH3:14])=[O:15])[O:20][C:21]([CH3:24])([CH3:25])[CH2:22][CH2:23]2. Reactants: C(C)(=O)N1C(=NCC1)NC1=CC(=NN1CC1=CC=CC=C1)C (1-Acetyl-2-(1-benzyl-3-methyl-5-pyrazolyl)amino-2-imidazoline), Cl (HCl), Cl (HCl). The solvent is CO (methanol). The product is Cl.C(C1=CC=CC=C1)N1N=C(C=C1NC=1NCCN1)C (2(1-Benzyl-3-methyl-5-pyrazolyl)amino-2-imidazoline HCl). Reaction SMILES: C([N:4]1[CH2:8][CH2:7][N:6]=[C:5]1[NH:9][C:10]1[N:14]([CH2:15][C:16]2[CH:21]=[CH:20][CH:19]=[CH:18][CH:17]=2)[N:13]=[C:12]([CH3:22])[CH:11]=1)(=O)C.[ClH:23]>CO>[ClH:23].[CH2:15]([N:14]1[C:10]([NH:9][C:5]2[NH:6][CH2:7][CH2:8][N:4]=2)=[CH:11][C:12]([CH3:22])=[N:13]1)[C:16]1[CH:17]=[CH:18][CH:19]=[CH:20][CH:21]=1 |f:3.4|. Procedure: 1-Acetyl-2-(1-benzyl-3-methyl-5-pyrazolyl)amino-2-imidazoline (12.5 g.) was treated with HCl in methanol as described in Example II to give 7.2 g. of product, mp 198°-199°, (as the HCl salt). Reactants: O=C([O-])[O-], CN(C)C=O, CC(C)I, [K+], [K+], Cc1nc(N2CCc3ccccc3CC2)c(C#N)c(=O)n1O. Product: Cc1nc(N2CCc3ccccc3CC2)c(C#N)c(=O)n1OC(C)C. RXN SMILES: [C:27](=[O:28])([O-:29])[O-:30].[CH3:33][N:34]([CH3:35])[CH:36]=[O:37].[CH:23]([CH3:24])([CH3:25])[I:26].[K+:31].[K+:32].[OH:1][n:2]1[c:3]([CH3:22])[n:4][c:5]([N:11]2[CH2:12][CH2:13][c:14]3[c:15]([cH:18][cH:19][cH:20][cH:21]3)[CH2:16][CH2:17]2)[c:6]([C:9]#[N:10])[c:7]1=[O:8]>>[O:1]([n:2]1[c:3]([CH3:22])[n:4][c:5]([N:11]2[CH2:12][CH2:13][c:14]3[c:15]([cH:18][cH:19][cH:20][cH:21]3)[CH2:16][CH2:17]2)[c:6]([C:9]#[N:10])[c:7]1=[O:8])[CH:23]([CH3:24])[CH3:25]. Reactants: C1(CCCCC1)N=C=NC1CCCCC1 (1,3-dicyclohexylcarbodiimide), C(CCCC\C=C/C\C=C/C\C=C/CCCCC)(=O)OCCCO (1-(z,z,z-octadeca-6,9,12-trienoyloxy)-3-hydroxypropane), C1(=CC=CC=C1)CCCC(=O)O (4-phenylbutanoic acid), resultant mixture. Reagents/catalysts: CN(C)C1=CC=NC=C1 (4-(N,N-dimethylamino)pyridine). Run in C(Cl)Cl (methylene chloride), C(Cl)Cl (methylene chloride). Yields the product C(CCCC\C=C/C\C=C/C\C=C/CCCCC)(=O)OCCCOC(CCCC1=CC=CC=C1)=O (1-(z,z,z-octadeca-6,9,12-trienoyloxy)-3-(4-phenylbutanoyloxy)propane). As a reaction SMILES: C1(N=C=NC2CCCCC2)CCCCC1.[C:16]([O:35][CH2:36][CH2:37][CH2:38][OH:39])(=[O:34])[CH2:17][CH2:18][CH2:19][CH2:20]/[CH:21]=[CH:22]\[CH2:23]/[CH:24]=[CH:25]\[CH2:26]/[CH:27]=[CH:28]\[CH2:29][CH2:30][CH2:31][CH2:32][CH3:33].[C:40]1([CH2:46][CH2:47][CH2:48][C:49](O)=[O:50])[CH:45]=[CH:44][CH:43]=[CH:42][CH:41]=1>CN(C1C=CN=CC=1)C.C(Cl)Cl>[C:16]([O:35][CH2:36][CH2:37][CH2:38][O:39][C:49](=[O:50])[CH2:48][CH2:47][CH2:46][C:40]1[CH:45]=[CH:44][CH:43]=[CH:42][CH:41]=1)(=[O:34])[CH2:17][CH2:18][CH2:19][CH2:20]/[CH:21]=[CH:22]\[CH2:23]/[CH:24]=[CH:25]\[CH2:26]/[CH:27]=[CH:28]\[CH2:29][CH2:30][CH2:31][CH2:32][CH3:33]. Reported procedure: A solution of 1,3-dicyclohexylcarbodiimide (710 mg, 3.45 mmol) and 4-(N,N-dimethylamino)pyridine (475 mg, 3.9 mmol) in methylene chloride (10 ml) was added to a solution of 1-(z,z,z-octadeca-6,9,12-trienoyloxy)-3-hydroxypropane (1 g, 3 mmol) and 4-phenylbutanoic acid (520 mg, 3.15 mmol) in methylene chloride (15 ml). The resultant mixture was stirred at room temperature under nitrogen until it was complete as indicated by tlc. The mixture was filtered, concentrated and purified by flash chromato... As a reaction SMILES: [CH3:1][O:2][C:3](=[O:11])[CH2:4][C:5]1([NH2:10])[CH2:9][CH2:8][CH2:7][CH2:6]1.[F:12][C:13]1[CH:20]=[CH:19][C:16]([CH:17]=O)=[CH:15][CH:14]=1.C(O)(=O)C.C(O[BH-](OC(=O)C)OC(=O)C)(=O)C.[Na+]>CO.C(=O)(O)[O-].[Na+]>[CH3:1][O:2][C:3](=[O:11])[CH2:4][C:5]1([NH:10][CH2:17][C:16]2[CH:19]=[CH:20][C:13]([F:12])=[CH:14][CH:15]=2)[CH2:6][CH2:7][CH2:8][CH2:9]1 |f:3.4,6.7|. The product is COC(CC1(CCCC1)NCC1=CC=C(C=C1)F)=O ([1-(4-fluoro-benzylamino)-cyclopentyl]-acetic acid methyl ester). Conditions: temperature 25 celsius, time 10 minute. The reactants are COC(CC1(CCCC1)N)=O ((1-amino-cyclopentyl)-acetic acid methyl ester), FC1=CC=C(C=O)C=C1 (4-fluoro-benzaldehyde), C(C)(=O)O (acetic acid), C(C)(=O)O[BH-](OC(C)=O)OC(C)=O.[Na+] (sodium triacetoxyborohydride). Yield: 50.4%. Reported procedure: A solution of (1-amino-cyclopentyl)-acetic acid methyl ester (318 mg, 2.02 mmol) in anhydrous methanol (10 mL) was treated with 4-fluoro-benzaldehyde (0.27 mL, 2.56 mmol) and stirred at 25° C. under a nitrogen environment. After 10 min, glacial acetic acid (0.384 mL, 6.71 mmol) and sodium triacetoxyborohydride (1.1 g, 5.05 mmol) were added sequentially, and the resulting mixture was stirred at 25° C. for 18 h. The reaction was diluted with a saturated aqueous sodium bicarbonate solution (20 mL) ... Solvent: CO (methanol), C([O-])(O)=O.[Na+] (sodium bicarbonate). Product: CC(C)Oc1ccc2ccc(C(N)=O)c(OC(C)C)c2c1. Reaction SMILES: [CH2:30]1[O:31][CH2:32][CH2:33][CH2:34]1.[CH3:1][CH:2]([CH3:3])[O:4][c:5]1[c:6]([C:19](=[O:20])[OH:21])[cH:7][cH:8][c:9]2[cH:10][cH:11][c:12]([O:15][CH:16]([CH3:17])[CH3:18])[cH:13][c:14]12.[CH3:24][CH2:25][O:26][C:27](=[O:28])[CH3:29].[NH4+:23].[OH-:22]>>[CH3:1][CH:2]([CH3:3])[O:4][c:5]1[c:6]([C:19](=[O:21])[NH2:23])[cH:7][cH:8][c:9]2[cH:10][cH:11][c:12]([O:15][CH:16]([CH3:17])[CH3:18])[cH:13][c:14]12. The reactants are C1CCOC1, CC(C)Oc1ccc2ccc(C(=O)O)c(OC(C)C)c2c1, CCOC(C)=O, [NH4+], [OH-].